Dataset: the Open Reaction Database (ORD), a public repository of structured organic reaction records. Task: describe an organic reaction: reactants, conditions, products, and yield Starting materials: FC1=CC=C(C=C1)CC=1C(=NC=NC1C)N1CCOC2=C(C1)C=C(C=C2)C=2C=C(C(=NC2)N)[N+](=O)[O-] (5-(4-{5-[(4-fluorophenyl)methyl]-6-methylpyrimidin-4-yl}-2,3,4,5-tetrahydro-1,4-benzoxazepin-7-yl)-3-nitropyridin-2-amine), [Sn](Cl)Cl (tin (II) chloride). Run in C(C)(=O)O (acetic acid). Run at temperature 50 celsius. Product: FC1=CC=C(C=C1)CC=1C(=NC=NC1C)N1CCOC2=C(C1)C=C(C=C2)C=2C=C(C(=NC2)N)N (5-(4-{5-[(4-fluorophenyl)methyl]-6-methylpyrimidin-4-yl}-2,3,4,5-tetrahydro-1,4-benzoxazepin-7-yl)pyridine-2,3-diamine). Isolated yield 61.3%. Reaction SMILES: [F:1][C:2]1[CH:7]=[CH:6][C:5]([CH2:8][C:9]2[C:10]([N:16]3[CH2:22][C:21]4[CH:23]=[C:24]([C:27]5[CH:28]=[C:29]([N+:34]([O-])=O)[C:30]([NH2:33])=[N:31][CH:32]=5)[CH:25]=[CH:26][C:20]=4[O:19][CH2:18][CH2:17]3)=[N:11][CH:12]=[N:13][C:14]=2[CH3:15])=[CH:4][CH:3]=1.[Sn](Cl)Cl>C(O)(=O)C>[F:1][C:2]1[CH:3]=[CH:4][C:5]([CH2:8][C:9]2[C:10]([N:16]3[CH2:22][C:21]4[CH:23]=[C:24]([C:27]5[CH:28]=[C:29]([NH2:34])[C:30]([NH2:33])=[N:31][CH:32]=5)[CH:25]=[CH:26][C:20]=4[O:19][CH2:18][CH2:17]3)=[N:11][CH:12]=[N:13][C:14]=2[CH3:15])=[CH:6][CH:7]=1. Procedure details: To a solution of 5-(4-{5-[(4-fluorophenyl)methyl]-6-methylpyrimidin-4-yl}-2,3,4,5-tetrahydro-1,4-benzoxazepin-7-yl)-3-nitropyridin-2-amine (0.36 g, 0.75 mmol) in acetic acid (10 mL) was added tin (II) chloride (0.75 g, 3.8 mmol). The reaction mixture was heated (50° C.) for 2 h and then partitioned between ethyl acetate (10 mL) and 1 N aqueous sodium hydroxide (20 mL). The resulting mixture was filtered through Celite and the organic layer was washed with brine (10 mL), dried over anhydrous magn...